This data is from the Open Reaction Database (ORD), a public repository of structured organic reaction records. The task is: describe an organic reaction: reactants, conditions, products, and yield The reactants are COP(=O)(OC)C1=C(CNC(OC(C)(C)C)=O)C=CC(=C1)F (tert-butyl 2-(dimethoxyphosphoryl)-4-fluorobenzylcarbamate), FC(C(=O)O)(F)F (trifluoroacetic acid). Solvent: ClCCl (dichloromethane). Conditions: temperature 25 celsius, time 1 hour. Yields the product FC(C(=O)O)(F)F.NCC1=C(C=C(C=C1)F)P(OC)(OC)=O (Dimethyl 2-(aminomethyl)-5-fluorophenylphosphonate trifluoroacetic acid salt). RXN SMILES: [CH3:1][O:2][P:3]([C:7]1[CH:21]=[C:20]([F:22])[CH:19]=[CH:18][C:8]=1[CH2:9][NH:10]C(=O)OC(C)(C)C)([O:5][CH3:6])=[O:4].[F:23][C:24]([F:29])([F:28])[C:25]([OH:27])=[O:26]>ClCCl>[F:23][C:24]([F:29])([F:28])[C:25]([OH:27])=[O:26].[NH2:10][CH2:9][C:8]1[CH:18]=[CH:19][C:20]([F:22])=[CH:21][C:7]=1[P:3](=[O:4])([O:5][CH3:6])[O:2][CH3:1] |f:3.4|. Reported procedure: A solution of tert-butyl 2-(dimethoxyphosphoryl)-4-fluorobenzylcarbamate (0.140 g, 0.42 mmol) in dichloromethane (5 ml) was treated with trifluoroacetic acid (5 ml) and the resulting mixture was stirred at 25° C. for 1 h. The solvent was then evaporated in vacuo to give the title amine salt as an amorphous white solid. MS (ESI+) m/z 234 [M+H+]. Starting materials: O=C(O)C1CCN(C(=O)OCc2ccccc2)CC1, CCN=C=NCCCN(C)C, CCN(C(C)C)C(C)C, NCc1nccnc1Cl, ClCCl, Cl, Cl, Cl, On1nnc2ccccc21. The product is O=C(NCc1nccnc1Cl)C1CCN(C(=O)OCc2ccccc2)CC1. As a reaction SMILES: [CH2:43]([c:44]1[cH:45][cH:46][cH:47][cH:48][cH:49]1)[O:50][C:51](=[O:52])[N:53]1[CH2:54][CH2:55][CH:56]([C:59](=[O:60])[OH:61])[CH2:57][CH2:58]1.[CH3:22][N:23]([CH3:24])[CH2:25][CH2:26][CH2:27][N:28]=[C:29]=[N:30][CH2:31][CH3:32].[CH:12]([N:13]([CH2:14][CH3:15])[CH:16]([CH3:17])[CH3:18])([CH3:19])[CH3:20].[Cl:3][c:4]1[c:5]([CH2:10][NH2:11])[n:6][cH:7][cH:8][n:9]1.[Cl:62][CH2:63][Cl:64].[ClH:1].[ClH:21].[ClH:2].[OH:33][n:34]1[c:35]2[cH:36][cH:37][cH:38][cH:39][c:40]2[n:41][n:42]1>>[Cl:3][c:4]1[c:5]([CH2:10][NH:11][C:59]([CH:56]2[CH2:55][CH2:54][N:53]([C:51]([O:50][CH2:43][c:44]3[cH:45][cH:46][cH:47][cH:48][cH:49]3)=[O:52])[CH2:58][CH2:57]2)=[O:60])[n:6][cH:7][cH:8][n:9]1.